Dataset: the Open Reaction Database (ORD), a public repository of structured organic reaction records. Task: describe an organic reaction: reactants, conditions, products, and yield Yields the product ClN1C(OCC1(CCl)CCl)=O (3-Chloro-4,4-bis(chloromethyl)oxazolidin-2-one). Yield: 78.9%. As a reaction SMILES: [Cl:1][CH2:2][C:3]1([CH2:9][Cl:10])[CH2:7][O:6][C:5](=[O:8])[NH:4]1.C(O[Cl:16])(C)(C)C>CO>[Cl:16][N:4]1[C:3]([CH2:9][Cl:10])([CH2:2][Cl:1])[CH2:7][O:6][C:5]1=[O:8]. Procedure: To a solution of 4,4-bis(chloromethyl)oxazolidin-2-one (1.11 g, 6.03 mmol) in MeOH (10 ml) was added tert-butylhypochlorite (1.0 ml, 8.4 mmol). The solution was stirred for 1 h, concentrated in vacuo, and the residue purified by flash chromatography (30% to 80% EtOAc in hexanes) to afford the title compound as a white solid (1.04 g, 4.76 mmol, 79%). 1H NMR (CDCl3, 400 MHz) δ 3.78 (d, J=12.0 Hz, 2H), 3.84 (d, J=12.4 Hz, 2H), 4.55 (s, 2H). LRMS (ESI/APCI): 228 [M+H]+. Run in CO (MeOH). Reaction conditions: time 1 hour. The reactants are ClCC1(NC(OC1)=O)CCl (4,4-bis(chloromethyl)oxazolidin-2-one), C(C)(C)(C)OCl (tert-butylhypochlorite). Starting materials: C(C1=CC=CC=C1)NC1=C(C=C(C=C1)C)[N+](=O)[O-] (benzyl-(4-methyl-2-nitro-phenyl)-amine). The reagents and catalysts are [Fe] (iron). The solvent is C(C)(=O)O (acetic acid). Reaction conditions: temperature 40 celsius. Product: C(C1=CC=CC=C1)NC=1C(=CC(=CC1)C)N (N1-Benzyl-4-methyl-benzene-1,2-diamine). As a reaction SMILES: [CH2:1]([NH:8][C:9]1[CH:14]=[CH:13][C:12]([CH3:15])=[CH:11][C:10]=1[N+:16]([O-])=O)[C:2]1[CH:7]=[CH:6][CH:5]=[CH:4][CH:3]=1>C(O)(=O)C.[Fe]>[CH2:1]([NH:8][C:9]1[C:10]([NH2:16])=[CH:11][C:12]([CH3:15])=[CH:13][CH:14]=1)[C:2]1[CH:3]=[CH:4][CH:5]=[CH:6][CH:7]=1. Procedure details: To a solution of benzyl-(4-methyl-2-nitro-phenyl)-amine (300 mg, 1.24 mmol) in 5 mL acetic acid, was added iron (300 mg, 1.24 mmol). The reaction mixture was heated to 40° C. under argon for 2 h. The mixture was cooled to ambient temperature and filtered through celite and the filtrate was concentrated. The resulting solid was dissolved in ethyl acetate. The organic layer was washed with saturated NaHCO3, dried over MgSO4, filtered and the filtrate was concentrated in vacuo to yield crude produc... Starting materials: CCCCCCCOc1ccc2cc(C=O)cnc2c1, C1CCOC1. Product: CCCCCCCOc1ccc2cc(C(C)O)cnc2c1. RXN SMILES: [CH2:1]([CH2:2][CH2:3][CH2:4][CH2:5][CH2:6][CH3:7])[O:8][c:9]1[cH:10][cH:11][c:12]2[cH:13][c:14]([CH:19]=[O:20])[cH:15][n:16][c:17]2[cH:18]1.[CH2:21]1[O:22][CH2:23][CH2:24][CH2:25]1>>[CH2:1]([CH2:2][CH2:3][CH2:4][CH2:5][CH2:6][CH3:7])[O:8][c:9]1[cH:10][cH:11][c:12]2[cH:13][c:14]([CH:19]([OH:20])[CH3:21])[cH:15][n:16][c:17]2[cH:18]1. Reactants: CCOC(C)=O, COC(=O)c1cc(O)c2ccc(C(F)(F)F)nc2c1, CCCCCC, O=[N+]([O-])O, O=S(=O)(O)O. Product: COC(=O)c1cc2nc(C(F)(F)F)ccc2c(O)c1[N+](=O)[O-]. As a reaction SMILES: [C:24]([O:25][CH2:26][CH3:27])(=[O:28])[CH3:29].[CH3:1][O:2][C:3](=[O:4])[c:5]1[cH:6][c:7]([OH:19])[c:8]2[cH:9][cH:10][c:11]([C:15]([F:16])([F:17])[F:18])[n:12][c:13]2[cH:14]1.[CH3:30][CH2:31][CH2:32][CH2:33][CH2:34][CH3:35].[OH:20][N+:21]([O-:22])=[O:23].[S:36](=[O:37])(=[O:38])([OH:39])[OH:40]>>[CH3:1][O:2][C:3](=[O:4])[c:5]1[c:6]([N+:21](=[O:20])[O-:22])[c:7]([OH:19])[c:8]2[cH:9][cH:10][c:11]([C:15]([F:16])([F:17])[F:18])[n:12][c:13]2[cH:14]1. Reactants: ClCCCCCS(=O)(=O)N (5-chloropentanesulfonamide), [SH-].[K+].C(C)O (potassium hydrosulfide ethanol), C[O-].[Na+].CO (sodium methoxide methanol), ClN1N2C(=CC=C1)N=CC2 (5-chloroimidazo[1,2-b]pyridazine). The solvent is CO (methanol). Conditions: temperature 70 celsius. Product: S(N)(=O)(=O)CCCCCSC=1C=CC=2N(N1)C=CN2 (6-(5-Sulfamoylpentylthio)imidazo[1,2-b]pyridazine). As a reaction SMILES: Cl[CH2:2][CH2:3][CH2:4][CH2:5][CH2:6][S:7]([NH2:10])(=[O:9])=[O:8].[SH-:11].[K+].C(O)C.C[O-].[Na+].CO.Cl[N:22]1[CH:27]=[CH:26][CH:25]=[C:24]2[N:28]=[CH:29][CH2:30][N:23]12>CO>[S:7]([CH2:6][CH2:5][CH2:4][CH2:3][CH2:2][S:11][C:27]1[CH:26]=[CH:25][C:24]2[N:23]([CH:30]=[CH:29][N:28]=2)[N:22]=1)(=[O:9])(=[O:8])[NH2:10] |f:1.2.3,4.5.6|. Procedure: To a solution of 1.57 g of 5-chloropentanesulfonamide in 40 ml of methanol was added 40 ml of 2N-potassium hydrosulfide-ethanol solution, followed by heating at 70° C. for 45 minutes. To the reaction mixture was added 1.54 g of 28% sodium methoxide-methanol solution and 1.16 g of 5-chloroimidazo[1,2-b]pyridazine, which was refluxed for an hour. The reaction mixture was concentrated to dryness under reduced pressure. The residue was extracted with 40 ml of chloroform and 40 ml of 0.1N-hydrochlori... Reactants: O1CCOC2=C1C=CC(=C2)CN2CCC(CC2)NCCN2C(C=C(C1=CC=C(C=C21)OC)C(=O)OC)=O (methyl 1-(2-(1-(2,3-dihydro-1,4-benzodioxin-6-ylmethyl)piperidin-4-ylamino)ethyl)-7-methoxy-2-oxo-1,2-dihydroquinoline-4-carboxylate), Cl.C(C)(=O)OCC (hydrogen chloride ethyl acetate). The solvent is C(C)(=O)OCC (ethyl acetate). Run at time 10 minute. Yields the product Cl.O1CCOC2=C1C=CC(=C2)CN2CCC(CC2)NCCN2C(C=C(C1=CC=C(C=C21)OC)C(=O)OC)=O (methyl 1-(2-(1-(2,3-dihydro-1,4-benzodioxin-6-ylmethyl)piperidin-4-ylamino)ethyl)-7-methoxy-2-oxo-1,2-dihydroquinoline-4-carboxylate hydrochloride). Reaction SMILES: [O:1]1[C:6]2[CH:7]=[CH:8][C:9]([CH2:11][N:12]3[CH2:17][CH2:16][CH:15]([NH:18][CH2:19][CH2:20][N:21]4[C:30]5[C:25](=[CH:26][CH:27]=[C:28]([O:31][CH3:32])[CH:29]=5)[C:24]([C:33]([O:35][CH3:36])=[O:34])=[CH:23][C:22]4=[O:37])[CH2:14][CH2:13]3)=[CH:10][C:5]=2[O:4][CH2:3][CH2:2]1.[ClH:38].C(OCC)(=O)C>C(OCC)(=O)C>[ClH:38].[O:1]1[C:6]2[CH:7]=[CH:8][C:9]([CH2:11][N:12]3[CH2:13][CH2:14][CH:15]([NH:18][CH2:19][CH2:20][N:21]4[C:30]5[C:25](=[CH:26][CH:27]=[C:28]([O:31][CH3:32])[CH:29]=5)[C:24]([C:33]([O:35][CH3:36])=[O:34])=[CH:23][C:22]4=[O:37])[CH2:16][CH2:17]3)=[CH:10][C:5]=2[O:4][CH2:3][CH2:2]1 |f:1.2,4.5|. Procedure: To 2 mL of an ethyl acetate solution containing 95 mg of methyl 1-(2-(1-(2,3-dihydro-1,4-benzodioxin-6-ylmethyl)piperidin-4-ylamino)ethyl)-7-methoxy-2-oxo-1,2-dihydroquinoline-4-carboxylate, 0.2 mL of 4.0 mol/L hydrogen chloride/ethyl acetate was added at room temperature, stirred at the same temperature for 10 min, and the resulting solid was filtered to give 84 mg of methyl 1-(2-(1-(2,3-dihydro-1,4-benzodioxin-6-ylmethyl)piperidin-4-ylamino)ethyl)-7-methoxy-2-oxo-1,2-dihydroquinoline-4-carboxy...